This data is from the Open Reaction Database (ORD), a public repository of structured organic reaction records. The task is: describe an organic reaction: reactants, conditions, products, and yield Reactants: C1(=CC=CC=C1)N1CCNCC1 (1-phenyl-piperazine), C(C)N(C(C)C)C(C)C (N-ethyl-diisopropylamine), ClC1=NC(=NC(=C1C#N)NCC1=NC=CC=C1)NCC1=NC=CC=C1 (4-chloro-2,6-bis-[(pyridin-2-ylmethyl)-amino]-pyrimidine-5-carbonitrile). Run in O1CCOCC1 (dioxane). The product is C1(=CC=CC=C1)N1CCN(CC1)C1=NC(=NC(=C1C#N)NCC1=NC=CC=C1)NCC1=NC=CC=C1 (4-(4-phenyl-piperazin-1-yl)-2,6-bis-[(pyridin-2-ylmethyl)-amino]-pyrimidine-5-carbonitrile). RXN SMILES: Cl[C:2]1[C:7]([C:8]#[N:9])=[C:6]([NH:10][CH2:11][C:12]2[CH:17]=[CH:16][CH:15]=[CH:14][N:13]=2)[N:5]=[C:4]([NH:18][CH2:19][C:20]2[CH:25]=[CH:24][CH:23]=[CH:22][N:21]=2)[N:3]=1.[C:26]1([N:32]2[CH2:37][CH2:36][NH:35][CH2:34][CH2:33]2)[CH:31]=[CH:30][CH:29]=[CH:28][CH:27]=1.C(N(C(C)C)C(C)C)C>O1CCOCC1>[C:26]1([N:32]2[CH2:37][CH2:36][N:35]([C:2]3[C:7]([C:8]#[N:9])=[C:6]([NH:10][CH2:11][C:12]4[CH:17]=[CH:16][CH:15]=[CH:14][N:13]=4)[N:5]=[C:4]([NH:18][CH2:19][C:20]4[CH:25]=[CH:24][CH:23]=[CH:22][N:21]=4)[N:3]=3)[CH2:34][CH2:33]2)[CH:31]=[CH:30][CH:29]=[CH:28][CH:27]=1. Reported procedure: In analogy to the procedure described in example 20b, 4-chloro-2,6-bis-[(pyridin-2-ylmethyl)-amino]-pyrimidine-5-carbonitrile was treated with 1-phenyl-piperazine in the presence of N-ethyl-diisopropylamine in dioxane at 90° C. during 18 hours to yield 4-(4-phenyl-piperazin-1-yl)-2,6-bis-[(pyridin-2-ylmethyl)-amino]-pyrimidine-5-carbonitrile as an amorphous, yellowish solid; MS: [M+H]+=478.